describe an organic reaction: reactants, conditions, products, and yield From a dataset of the Open Reaction Database (ORD), a public repository of structured organic reaction records. The reactants are [H][H] (hydrogen), [H][H] (hydrogen), C(C1=CC=CC=C1)#N (benzonitrile), P(OCC)(OCC)[O-] (diethyl phosphite), [H][H] (hydrogen), [H][H] (hydrogen). Reagents/catalysts: [Ni] (Raney nickel). Run at temperature 60 celsius, time 18 hour. The product is C(C1=CC=CC=C1)NC(C1=CC=CC=C1)P(O)(O)=O (N-benzylα-amino benzylphosphonic acid), 83g. Yield: 82.0%. RXN SMILES: [C:1](#[N:8])[C:2]1[CH:7]=[CH:6][CH:5]=[CH:4][CH:3]=1.[P:9]([O-:16])([O:13]CC)[O:10]CC.[H][H]>[Ni]>[CH2:1]([NH:8][CH:1]([P:9](=[O:10])([OH:13])[OH:16])[C:2]1[CH:7]=[CH:6][CH:5]=[CH:4][CH:3]=1)[C:2]1[CH:7]=[CH:6][CH:5]=[CH:4][CH:3]=1. Procedure details: To a solution of benzonitrile (75g; 0.73 mole) in diethyl phosphite (200g; 1.45 mole) was added W-2 Raney nickel (6g) and the whole mixture charged in an autoclave. The reactor was pressured to 600 psi with hydrogen and the mixture heated to 60° C. The pressure was maintained at 550-600 psi by addition of hydrogen as the reduction proceeded. After 18 hours, uptake of hydrogen had ceased. After cooling hydrogen was released and the catalyst filtered as the reaction product was removed from the re... Starting materials: C1CCOC1, COC(=O)c1ccc2c(c1)C(=Cc1ccc(F)cc1)C(=O)N2, C[S+](C)(C)=O, CS(C)=O, [H-], [I-], [Na+], O. The product is COC(=O)c1ccc2c(c1)C1(CC1c1ccc(F)cc1)C(=O)N2. As a reaction SMILES: [CH2:35]1[O:36][CH2:37][CH2:38][CH2:39]1.[CH3:13][O:14][C:15](=[O:16])[c:17]1[cH:18][c:19]2[c:23]([cH:24][cH:25]1)[NH:22][C:21](=[O:26])[C:20]2=[CH:27][c:28]1[cH:29][cH:30][c:31]([F:34])[cH:32][cH:33]1.[CH3:4][S+:5]([CH3:6])([CH3:7])=[O:8].[CH3:9][S:10]([CH3:11])=[O:12].[H-:2].[I-:3].[Na+:1].[OH2:40]>>[CH2:9]1[C:20]2([c:19]3[cH:18][c:17]([C:15]([O:14][CH3:13])=[O:16])[cH:25][cH:24][c:23]3[NH:22][C:21]2=[O:26])[CH:27]1[c:28]1[cH:29][cH:30][c:31]([F:34])[cH:32][cH:33]1. Starting materials: C(=O)([O-])[O-].[Na+].[Na+] (Na2CO3), B(F)(F)F.CCOCC (BF3 Et2O), C(C)[SiH](CC)CC (triethylsilane), C(C)OC(C(C(O)C1=CC=C(C=C1)OCC1=CC=CC=C1)(C)OC1=CC=C(C=C1)Cl)=O (3-(4-Benzyloxyphenyl)-3-hydroxy-2-(4-chlorophenoxy)-2-methylpropionic acid ethyl ester). Reaction SMILES: [CH2:1]([O:3][C:4](=[O:31])[C:5]([O:23][C:24]1[CH:29]=[CH:28][C:27]([Cl:30])=[CH:26][CH:25]=1)([CH3:22])[CH:6]([C:8]1[CH:13]=[CH:12][C:11]([O:14][CH2:15][C:16]2[CH:21]=[CH:20][CH:19]=[CH:18][CH:17]=2)=[CH:10][CH:9]=1)O)[CH3:2].B(F)(F)F.CCOCC.C([SiH](CC)CC)C.C([O-])([O-])=O.[Na+].[Na+]>C(Cl)Cl>[CH2:1]([O:3][C:4](=[O:31])[C:5]([O:23][C:24]1[CH:29]=[CH:28][C:27]([Cl:30])=[CH:26][CH:25]=1)([CH3:22])[CH2:6][C:8]1[CH:9]=[CH:10][C:11]([O:14][CH2:15][C:16]2[CH:21]=[CH:20][CH:19]=[CH:18][CH:17]=2)=[CH:12][CH:13]=1)[CH3:2] |f:1.2,4.5.6|. Procedure details: 3-(4-Benzyloxyphenyl)-3-hydroxy-2-(4-chlorophenoxy)-2-methylpropionic acid ethyl ester (9.5 mmol) in anhydrous CH2Cl2 (30 mL) was cooled to 0° C. and treated with BF3-Et2O (1.16 mL, 9.5 mmol) and triethylsilane (1.51 mL, 9.5 mmol). The mixture was stirred for 2 h and gradually warmed to ambient temperature. Saturated aqueous Na2CO3 (15 mL) was added and the mixture was stirred vigorously. The solution was partitioned and the organic layer was washed twice with water and brine, dried over Na2SO4,... Reaction conditions: time 2 hour. Solvent: C(Cl)Cl (CH2Cl2). The product is C(C)OC(C(CC1=CC=C(C=C1)OCC1=CC=CC=C1)(C)OC1=CC=C(C=C1)Cl)=O (3-(4-benzyloxyphenyl)-2-(4-chlorophenoxy)-2-methylpropionic acid ethyl ester). Starting materials: CN(C)c1ccncc1, COc1cc2nccc(Cl)c2cc1OC, Clc1ccccc1Cl, Oc1cccnc1O. Yields the product COc1cc2nccc(Oc3cccnc3O)c2cc1OC. RXN SMILES: [CH3:24][N:25]([CH3:26])[c:27]1[cH:28][cH:29][n:30][cH:31][cH:32]1.[Cl:1][c:2]1[cH:3][cH:4][n:5][c:6]2[cH:7][c:8]([O:14][CH3:15])[c:9]([O:12][CH3:13])[cH:10][c:11]12.[Cl:33][c:34]1[cH:35][cH:36][cH:37][cH:38][c:39]1[Cl:40].[OH:16][c:17]1[n:18][cH:19][cH:20][cH:21][c:22]1[OH:23]>>[c:2]1([O:23][c:22]2[c:17]([OH:16])[n:18][cH:19][cH:20][cH:21]2)[cH:3][cH:4][n:5][c:6]2[cH:7][c:8]([O:14][CH3:15])[c:9]([O:12][CH3:13])[cH:10][c:11]12. The product is COC=1C=C(C=C(C1)OC)C=1OC(=C(N1)CN1C=CC2=CC=C(C=C12)CC(C(=O)O)OCC)C (rac-3-{1-[2-(3,5-dimethoxy-phenyl)-5-methyl-oxazol-4-ylmethyl]-1H-indol-6-yl}-2-ethoxy-propionic acid). Reactants: C(C)OC(C(CC1=CC=C2C=CNC2=C1)OCC)=O (rac-2-ethoxy-3-(1H-indol-6-yl)-propionic acid ethyl ester), ClCC=1N=C(OC1C)C1=CC(=CC(=C1)OC)OC (4-chloromethyl-2-(3,5-dimethoxy-phenyl)-5-methyl-oxazole). RXN SMILES: C([O:3][C:4](=[O:19])[CH:5]([O:16][CH2:17][CH3:18])[CH2:6][C:7]1[CH:15]=[C:14]2[C:10]([CH:11]=[CH:12][NH:13]2)=[CH:9][CH:8]=1)C.Cl[CH2:21][C:22]1[N:23]=[C:24]([C:28]2[CH:33]=[C:32]([O:34][CH3:35])[CH:31]=[C:30]([O:36][CH3:37])[CH:29]=2)[O:25][C:26]=1[CH3:27]>>[CH3:37][O:36][C:30]1[CH:29]=[C:28]([C:24]2[O:25][C:26]([CH3:27])=[C:22]([CH2:21][N:13]3[C:14]4[C:10](=[CH:9][CH:8]=[C:7]([CH2:6][CH:5]([O:16][CH2:17][CH3:18])[C:4]([OH:3])=[O:19])[CH:15]=4)[CH:11]=[CH:12]3)[N:23]=2)[CH:33]=[C:32]([O:34][CH3:35])[CH:31]=1. Reported procedure: In analogy to the procedure described in example 44, rac-2-ethoxy-3-(1H-indol-6-yl)-propionic acid ethyl ester (preparation 11) was reacted with 4-chloromethyl-2-(3,5-dimethoxy-phenyl)-5-methyl-oxazole to give rac-3-{1-[2-(3,5-dimethoxy-phenyl)-5-methyl-oxazol-4-ylmethyl]-1H-indol-6-yl}-2-ethoxy-propionic acid as yellow solid. The reactants are ClCCl, CC(C)[Si](OS(=O)(=O)C(F)(F)F)(C(C)C)C(C)C, Cc1ccc2cc(F)cc(O)c2n1, c1c[nH]cn1. Product: Cc1ccc2cc(F)cc(O[Si](C(C)C)(C(C)C)C(C)C)c2n1. As a reaction SMILES: [CH2:37]([Cl:38])[Cl:39].[F:19][C:20]([F:21])([F:22])[S:23]([O:24][Si:25]([CH:26]([CH3:27])[CH3:28])([CH:29]([CH3:30])[CH3:31])[CH:32]([CH3:33])[CH3:34])(=[O:35])=[O:36].[F:1][c:2]1[cH:3][c:4]2[cH:5][cH:6][c:7]([CH3:13])[n:8][c:9]2[c:10]([OH:12])[cH:11]1.[nH:14]1[cH:15][cH:16][n:17][cH:18]1>>[F:1][c:2]1[cH:3][c:4]2[cH:5][cH:6][c:7]([CH3:13])[n:8][c:9]2[c:10]([O:12][Si:25]([CH:26]([CH3:27])[CH3:28])([CH:29]([CH3:30])[CH3:31])[CH:32]([CH3:33])[CH3:34])[cH:11]1. Run in CO (methyl alcohol), CO (methyl alcohol), CO (methyl alcohol). Run at temperature 20 celsius, time 2 hour. The product is NCC(CNCC1CCC(CC1)CN)O (N-(3-Amino-2-hydroxypropyl)-1,4-cyclohexanebis(methylamine)). Reaction SMILES: [CH:1]1([CH2:9][NH2:10])[CH2:6][CH2:5][CH:4]([CH2:7][NH2:8])[CH2:3][CH2:2]1.[CH2:11]([CH:13]1[O:15][CH2:14]1)Cl.[OH-].[NH4+:17].C(Cl)C(O)C.N>CO>[NH2:17][CH2:11][CH:13]([OH:15])[CH2:14][NH:8][CH2:7][CH:4]1[CH2:5][CH2:6][CH:1]([CH2:9][NH2:10])[CH2:2][CH2:3]1 |f:2.3|. Starting materials: C1(CCC(CC1)CN)CN (1,4-Cyclohexanebis(methylamine)), C(C(C)O)Cl (propylene chlorohydrin), diamine, C(Cl)C1CO1 (Epichlorohydrin), [OH-].[NH4+] (ammonium hydroxide), N (ammonia). Procedure: 1,4-Cyclohexanebis(methylamine) (14.2 g., 0.1 mole) is dissolved in 50 ml. of anhydrous methyl alcohol and the solution cooled to +5° C. in an ice bath. Epichlorohydrin (9.3 g., 0.1 mole) is added in a 2-minute period and the temperature maintained at +5° C. for 2 hours; reaction is allowed to continue at 10° C-15° C. until thin layer chromatography of an aliquot (silica gel plate with development using a solution of 1 volume concentrated aqueous ammonium hydroxide in 4 volumes of methyl alcohol... The reactants are O1C(CCCC1)N1C=NC2=C1C=CC(=C2)CNC(OC(C)(C)C)=O (tert-butyl (1-(tetrahydro-2H-pyran-2-yl)-1H-benzo[d]imidazol-5-yl)methylcarbamate), [H-].[Na+] (NaH), ICC (iodoethane). The solvent is CN(C)C=O (DMF). Run at time 25 minute. The product is C(C)N(C(OC(C)(C)C)=O)CC1=CC2=C(N(C=N2)C2OCCCC2)C=C1 (tert-butyl ethyl((1-(tetrahydro-2H-pyran-2-yl)-1H-benzo[d]imidazol-5-yl)methyl)carbamate). Isolated yield 55.3%. Reaction SMILES: [O:1]1[CH2:6][CH2:5][CH2:4][CH2:3][CH:2]1[N:7]1[C:11]2[CH:12]=[CH:13][C:14]([CH2:16][NH:17][C:18](=[O:24])[O:19][C:20]([CH3:23])([CH3:22])[CH3:21])=[CH:15][C:10]=2[N:9]=[CH:8]1.[H-].[Na+].I[CH2:28][CH3:29]>CN(C=O)C>[CH2:28]([N:17]([CH2:16][C:14]1[CH:13]=[CH:12][C:11]2[N:7]([CH:2]3[CH2:3][CH2:4][CH2:5][CH2:6][O:1]3)[CH:8]=[N:9][C:10]=2[CH:15]=1)[C:18](=[O:24])[O:19][C:20]([CH3:21])([CH3:23])[CH3:22])[CH3:29] |f:1.2|. Reported procedure: To a solution of 202 (600 mg, 1.81 mmol) in DMF (4.5 mL) at 0° C. was added NaH (101 mg, 2.54 mmol, 60% in oil). The reaction was warmed to RT and stirred for 25 min, then re-cooled to 0° C. and iodoethane (0.27 mL, 3.26 mmol) was added. The reaction was warmed to RT and stirred for 5 h. The reaction mixture was partitioned between EtOAc and H2O. The EtOAc extract was washed thrice with water, dried (Na2SO4), filtered and concentrated in vacuo. The crude residue was purified by SiO2 chromatograp... Starting materials: CNC(=O)C(NC(=O)C(NC(=O)OC(C)(C)C)C(C)(C)C)C1CCCCC1, ClCCl, O=C(O)C(F)(F)F. Yields the product CNC(=O)C(NC(=O)C(N)C(C)(C)C)C1CCCCC1. Reaction SMILES: [C:1]([O:2][C:3](=[O:4])[NH:7][CH:8]([C:9]([CH3:10])([CH3:11])[CH3:12])[C:13]([NH:14][CH:15]([C:16]([NH:17][CH3:18])=[O:19])[CH:20]1[CH2:21][CH2:22][CH2:23][CH2:24][CH2:25]1)=[O:26])([CH3:5])([CH3:6])[CH3:27].[Cl:35][CH2:36][Cl:37].[F:28][C:29]([F:30])([F:31])[C:32]([OH:33])=[O:34]>>[NH2:7][CH:8]([C:9]([CH3:10])([CH3:11])[CH3:12])[C:13]([NH:14][CH:15]([C:16]([NH:17][CH3:18])=[O:19])[CH:20]1[CH2:21][CH2:22][CH2:23][CH2:24][CH2:25]1)=[O:26]. Reactants: C(C)(C)(C)OC(NCCCN(S(=O)(=O)C)CC1=CC(=CC=C1)C1=NC(=NC=C1)Cl)=O ((3-{[3-(2-Chloro-pyrimidin-4-yl)-benzyl]-methanesulfonyl-amino}-propyl)-carbamic acid tert-butyl ester), FC1=CC=C2C(=CNC2=C1)CCN (2-(6-Fluoro-1H-indol-3-yl)-ethylamine), 497. The product is NCCCN(S(=O)(=O)C)CC1=CC(=CC=C1)C1=NC(=NC=C1)NCCC1=CNC2=CC(=CC=C12)F (N-(3-Amino-propyl)-N-(3-{2-[2-(6-fluoro-1H-indol-3-yl)-ethylamino]-pyrimidin-4-yl}-benzyl)-methanesulfonamide). Reaction SMILES: C(OC(=O)[NH:7][CH2:8][CH2:9][CH2:10][N:11]([CH2:16][C:17]1[CH:22]=[CH:21][CH:20]=[C:19]([C:23]2[CH:28]=[CH:27][N:26]=[C:25](Cl)[N:24]=2)[CH:18]=1)[S:12]([CH3:15])(=[O:14])=[O:13])(C)(C)C.[F:31][C:32]1[CH:40]=[C:39]2[C:35]([C:36]([CH2:41][CH2:42][NH2:43])=[CH:37][NH:38]2)=[CH:34][CH:33]=1>>[NH2:7][CH2:8][CH2:9][CH2:10][N:11]([CH2:16][C:17]1[CH:22]=[CH:21][CH:20]=[C:19]([C:23]2[CH:28]=[CH:27][N:26]=[C:25]([NH:43][CH2:42][CH2:41][C:36]3[C:35]4[C:39](=[CH:40][C:32]([F:31])=[CH:33][CH:34]=4)[NH:38][CH:37]=3)[N:24]=2)[CH:18]=1)[S:12]([CH3:15])(=[O:13])=[O:14]. Procedure: Intermediate 4 was coupled with 2-(6-Fluoro-1H-indol-3-yl)-ethylamine following procedure F and the resulting product deprotected following procedure G. LC-MS showed the product had the expected M+H+ of 497. 1H NMR (Varian 300 MHz, CDCl3—CD3OD, shifts relative to the solvent peak at 7.24 ppm) δ 8.1 (m, 2H) 7.8 (d, 1H) 7.5 (m, 4H) 7.3 (m, 1H) 6.8 (m, 2H) 4.4 (d, 2H) 3.9 (m, 1H) 3.6 (m, 2H) 3.3 (m, 2H) 3.1 (m, 1H) 2.8 (m, 5H) 1.7 (m, 2H).